From a dataset of the Open Reaction Database (ORD), a public repository of structured organic reaction records. describe an organic reaction: reactants, conditions, products, and yield Starting materials: CCC(=O)OC(C)(C)C, C[Si](C)(C)[N-][Si](C)(C)C, CI, Cc1ccccc1, Clc1nccs1, [Na+]. Yields the product CC(C)(C)OC(=O)C(C)(C)c1nccs1. Reaction SMILES: [C:7]([CH2:8][CH3:9])(=[O:10])[O:11][C:12]([CH3:13])([CH3:14])[CH3:15].[CH3:17][Si:18]([N-:19][Si:20]([CH3:21])([CH3:22])[CH3:23])([CH3:24])[CH3:25].[CH3:26][I:27].[CH3:28][c:29]1[cH:30][cH:31][cH:32][cH:33][cH:34]1.[Cl:1][c:2]1[n:3][cH:4][cH:5][s:6]1.[Na+:16]>>[c:2]1([C:8]([C:7](=[O:10])[O:11][C:12]([CH3:13])([CH3:14])[CH3:15])([CH3:9])[CH3:17])[n:3][cH:4][cH:5][s:6]1. Reactants: COC1=CC=CC(=N1)C(C(=O)OCC)C(=O)OCC (diethyl 2-(6-methoxypyridin-2-yl)malonate), Cl (hydrochloric acid), Cl (hydrochloric acid). Solvent: C(C)O (ethanol). Conditions: temperature 65 celsius. Product: COC1=CC=CC(=N1)CC(=O)OCC (Ethyl 2-(6-methoxypyridin-2-yl)acetate). As a reaction SMILES: [CH3:1][O:2][C:3]1[N:8]=[C:7]([CH:9](C(OCC)=O)[C:10]([O:12][CH2:13][CH3:14])=[O:11])[CH:6]=[CH:5][CH:4]=1.Cl>C(O)C>[CH3:1][O:2][C:3]1[N:8]=[C:7]([CH2:9][C:10]([O:12][CH2:13][CH3:14])=[O:11])[CH:6]=[CH:5][CH:4]=1. Procedure: A solution of diethyl 2-(6-methoxypyridin-2-yl)malonate (1.0 g, 3.74 mmol) and hydrochloric acid (1 M) (20 mL, 20.0 mmol) in ethanol (10 mL) was heated at 65° C. overnight. The solvent was removed under reduced pressure. The residue was dissolved in ethanol (15 mL) and hydrochloric acid (conc.) (0.5 mL, 6.00 mmol) was added. The reaction mixture was heated at 65° C. for 4 h. The solvent was removed under reduced pressure. Ethyl acetate and saturated NaHCO3 aqueous solution were added. The organi... Yields the product O=C1OCCN1CC1CCC(Nc2nc3c(s2)CCCc2ccc(F)cc2-3)CC1. Reaction SMILES: [CH3:33][CH2:34][O:35][C:36]([CH3:37])=[O:38].[CH3:49][CH2:50][O:51][CH2:52][CH3:53].[Cl:1][CH2:2][CH2:3][O:4][C:5]([NH:6][CH2:7][CH:8]1[CH2:9][CH2:10][CH:11]([NH:14][c:15]2[s:16][c:17]3[c:18]([n:19]2)-[c:20]2[c:21]([cH:25][cH:26][c:27]([F:29])[cH:28]2)[CH2:22][CH2:23][CH2:24]3)[CH2:12][CH2:13]1)=[O:30].[Cl:45][CH:46]([Cl:47])[Cl:48].[ClH:39].[H-:32].[Na+:31].[O:40]=[CH:41][N:42]([CH3:43])[CH3:44].[OH2:54]>>[CH2:2]1[CH2:3][O:4][C:5](=[O:30])[N:6]1[CH2:7][CH:8]1[CH2:9][CH2:10][CH:11]([NH:14][c:15]2[s:16][c:17]3[c:18]([n:19]2)-[c:20]2[c:21]([cH:25][cH:26][c:27]([F:29])[cH:28]2)[CH2:22][CH2:23][CH2:24]3)[CH2:12][CH2:13]1. Starting materials: CCOC(C)=O, CCOCC, O=C(NCC1CCC(Nc2nc3c(s2)CCCc2ccc(F)cc2-3)CC1)OCCCl, ClC(Cl)Cl, Cl, [H-], [Na+], CN(C)C=O, O. Reactants: [H-].[Na+] (Sodium hydride), O=C(CP(OC)(OC)=O)CC1=CC=CC=C1 (dimethyl 2-oxo-3-phenylpropylphosphonate), COC(CCCCCCN1C(CCCC1=O)C=O)=O (7-(2-formyl-6-oxo-piperidin-1-yl)-heptanoic acid methyl ester). The solvent is C1CCOC1 (THF), C1CCOC1 (THF). Reaction conditions: time 10 minute. The product is COC(CCCCCCN1C(CCCC1\C=C\C(CC1=CC=CC=C1)=O)=O)=O (7-[2-oxo-6-((E)-3-oxo-4-phenyl-but-1-enyl)-piperidin-1-yl]-heptanoic acid methyl ester). Isolated yield 59.0%. RXN SMILES: [H-].[Na+].[O:3]=[C:4]([CH2:12][C:13]1[CH:18]=[CH:17][CH:16]=[CH:15][CH:14]=1)[CH2:5]P(=O)(OC)OC.[CH3:19][O:20][C:21](=[O:37])[CH2:22][CH2:23][CH2:24][CH2:25][CH2:26][CH2:27][N:28]1[C:33](=[O:34])[CH2:32][CH2:31][CH2:30][CH:29]1[CH:35]=O>C1COCC1>[CH3:19][O:20][C:21](=[O:37])[CH2:22][CH2:23][CH2:24][CH2:25][CH2:26][CH2:27][N:28]1[CH:29](/[CH:35]=[CH:5]/[C:4](=[O:3])[CH2:12][C:13]2[CH:14]=[CH:15][CH:16]=[CH:17][CH:18]=2)[CH2:30][CH2:31][CH2:32][C:33]1=[O:34] |f:0.1|. Reported procedure: Sodium hydride (60% dispersion in oil, 12 mg, 0.32 mmol) was added to a solution of dimethyl 2-oxo-3-phenylpropylphosphonate (70 mg, 0.29 mmol) in THF (1.5 mL) at 0° C. After 10 min at 0° C., the solution was allowed to warm to rt. After 50 min at rt, the solution was recooled to 0° C. and 7-(2-formyl-6-oxo-piperidin-1-yl)-heptanoic acid methyl ester (crude, prepared in accordance with example 11, step 2, ˜0.32 mmol) in THF (1.5 mL) was added via cannula. The reaction was allowed to warm to rt. ...